This data is from the Open Reaction Database (ORD), a public repository of structured organic reaction records. The task is: describe an organic reaction: reactants, conditions, products, and yield Starting materials: N1=C(NC2=C1C=CC=C2)C(=O)O (benzimidazolecarboxylic acid), amine, CN(C)C=O (DMF), CN(C)C(=[N+](C)C)ON1C2=C(C=CC=C2)N=N1.[B-](F)(F)(F)F (TBTU), C=1C=CC2=C(C1)N=NN2O (HOBT), CCN(C(C)C)C(C)C (DIPEA), CN(C)C=O (DMF), CN(C)C=O (DMF), acid. The solvent is O (water). Reaction conditions: time 3 hour. The product is N1=CC=C(C=C1)OC=1C=C(C=CC1)NC(=O)C1=NC2=C(N1)C=CC=C2C (N-[3-(pyridine-4-yloxy)phenyl]-4-methyl-1H-benzimidazole-2-carboxamide). As a reaction SMILES: [N:1]1[C:5]2[CH:6]=[CH:7][CH:8]=[CH:9][C:4]=2[NH:3][C:2]=1[C:10]([OH:12])=O.CN(C(ON1N=[N:28][C:23]2[CH:24]=[CH:25][CH:26]=[CH:27][C:22]1=2)=[N+](C)C)C.[B-](F)(F)(F)F.[CH:35]1C=CC2N(O)N=NC=2C=1.CC[N:47]([CH:51]([CH3:53])C)[CH:48]([CH3:50])C.CN([CH:57]=[O:58])C>O>[N:47]1[CH:48]=[CH:50][C:57]([O:58][C:25]2[CH:24]=[C:23]([NH:28][C:10]([C:2]3[NH:1][C:5]4[CH:6]=[CH:7][CH:8]=[C:9]([CH3:35])[C:4]=4[N:3]=3)=[O:12])[CH:22]=[CH:27][CH:26]=2)=[CH:53][CH:51]=1 |f:1.2|. Reported procedure: 0.064 mmol of benzimidazolecarboxylic acid 4f was dissolved in DMF together with 0.064 mmol of the amine 5c, a solution of TBTU (0.096 mmol) in DMF, HOBT (0.026 mmol) in DMF and 0.32 mmol of DIPEA were added successively, and the mixture was stirred at room temperature. After 3 hours, a further 0.3 eq. of acid was added, and the mixture was stirred overnight. The reaction mixture was diluted with water, and the resulting precipitate was filtered off with suction and washed with water. The reactants are CC(=O)OC(C)=O, O=CO, ClCCl, N#Cc1ccc(N)cc1. Yields the product CNc1ccc(C#N)cc1. As a reaction SMILES: [CH3:4][C:5]([O:6][C:7](=[O:8])[CH3:9])=[O:10].[CH:1]([OH:2])=[O:3].[Cl:20][CH2:21][Cl:22].[NH2:11][c:12]1[cH:13][cH:14][c:15]([C:16]#[N:17])[cH:18][cH:19]1>>[CH3:4][NH:11][c:12]1[cH:13][cH:14][c:15]([C:16]#[N:17])[cH:18][cH:19]1.